From a dataset of the Open Reaction Database (ORD), a public repository of structured organic reaction records. describe an organic reaction: reactants, conditions, products, and yield Starting materials: CCCCOc1ccc(F)cc1CCC(=O)O, CC(C)NNC(=O)c1ccccc1, CCN(C(C)C)C(C)C, CN(C)C=O. Product: CCCCOc1ccc(F)cc1CCC(=O)N(NC(=O)c1ccccc1)C(C)C. Reaction SMILES: [CH2:1]([CH2:2][CH2:3][CH3:4])[O:5][c:6]1[c:7]([CH2:13][CH2:14][C:15](=[O:16])[OH:17])[cH:8][c:9]([F:12])[cH:10][cH:11]1.[CH:18]([CH3:19])([CH3:20])[NH:21][NH:22][C:23]([c:24]1[cH:25][cH:26][cH:27][cH:28][cH:29]1)=[O:30].[CH:31]([N:32]([CH:33]([CH3:34])[CH3:35])[CH2:36][CH3:37])([CH3:38])[CH3:39].[O:40]=[CH:41][N:42]([CH3:43])[CH3:44]>>[CH2:1]([CH2:2][CH2:3][CH3:4])[O:5][c:6]1[c:7]([CH2:13][CH2:14][C:15](=[O:17])[N:21]([CH:18]([CH3:19])[CH3:20])[NH:22][C:23]([c:24]2[cH:25][cH:26][cH:27][cH:28][cH:29]2)=[O:30])[cH:8][c:9]([F:12])[cH:10][cH:11]1. Starting materials: CC(=O)O[BH-](OC(C)=O)OC(C)=O, CC(=O)[O-], ClC(Cl)Cl, OC1CC2CCC1CC2Cc1ccc(Cl)cc1, Cl, Cl, NCc1nc2ccccc2[nH]1, [Na+], [Na+]. Product: Clc1ccc(CC2CC3CCC2CC3NCc2nc3ccccc3[nH]2)cc1. RXN SMILES: [C:36]([O:37][BH-:38]([O:39][C:40](=[O:41])[CH3:42])[O:43][C:44](=[O:45])[CH3:46])(=[O:47])[CH3:48].[CH3:32][C:33](=[O:34])[O-:35].[CH:50]([Cl:51])([Cl:52])[Cl:53].[Cl:1][c:2]1[cH:3][cH:4][c:5]([CH2:6][CH:7]2[CH:8]3[CH2:9][CH:10]([OH:15])[CH:11]([CH2:12]2)[CH2:13][CH2:14]3)[cH:16][cH:17]1.[ClH:18].[ClH:19].[NH2:20][CH2:21][c:22]1[nH:23][c:24]2[c:25]([n:26]1)[cH:27][cH:28][cH:29][cH:30]2.[Na+:31].[Na+:49]>>[Cl:1][c:2]1[cH:3][cH:4][c:5]([CH2:6][CH:7]2[CH:8]3[CH2:9][CH:10]([NH:20][CH2:21][c:22]4[nH:23][c:24]5[c:25]([n:26]4)[cH:27][cH:28][cH:29][cH:30]5)[CH:11]([CH2:12]2)[CH2:13][CH2:14]3)[cH:16][cH:17]1. Starting materials: COC1=CC=C(C=C1)CC(=O)O (4-methoxyphenyl acetic acid), C(C)N=C=NCCCN(C)C (1-ethyl-3-(3-dimethylaminopropyl)carbodiimide), NC1=NC=CC=C1 (2-aminopyridine). The solvent is ClCCl (dichloromethane). Conditions: time 4 hour. Yields the product COC1=CC=C(C=C1)CC(=O)NC1=NC=CC=C1 (2-(4-methoxyphenyl)-N-pyridin-2-ylacetamide). The yield is 96.1%. As a reaction SMILES: [CH3:1][O:2][C:3]1[CH:8]=[CH:7][C:6]([CH2:9][C:10]([OH:12])=O)=[CH:5][CH:4]=1.C(N=C=NCCCN(C)C)C.[NH2:24][C:25]1[CH:30]=[CH:29][CH:28]=[CH:27][N:26]=1>ClCCl>[CH3:1][O:2][C:3]1[CH:4]=[CH:5][C:6]([CH2:9][C:10]([NH:24][C:25]2[CH:30]=[CH:29][CH:28]=[CH:27][N:26]=2)=[O:12])=[CH:7][CH:8]=1. Procedure: To a solution of 4-methoxyphenyl acetic acid (5 g; 30.08 mmol) in 30 ml of dichloromethane, under nitrogen, it was added 1-ethyl-3-(3-dimethylaminopropyl)carbodiimide (6.34 g; 33.09 mmol) in small portions. After 10 minutes 2-aminopyridine (2.83 g; 30.08 mmol) was added and stirred for 4 hours at rt. The reaction mixture was concentrated and partitioned between ethyl acetate and 0.5N HCl. The organic phase was washed with 0.5N HCl (2×) and 0.5N NaOH (2×). The pH of the acidic/aqueous phase was a...